This data is from the Open Reaction Database (ORD), a public repository of structured organic reaction records. The task is: describe an organic reaction: reactants, conditions, products, and yield Reactants: CO, [Li+], COC(=O)c1cnc2n(c1=O)C(C(=O)OC(C)(C)C)CC2, [OH-]. The product is CC(C)(C)OC(=O)C1CCc2ncc(C(=O)O)c(=O)n21. Reaction SMILES: [CH3:24][OH:25].[Li+:23].[O:1]=[c:2]1[c:3]([C:18](=[O:19])[O:20][CH3:21])[cH:4][n:5][c:6]2[n:7]1[CH:8]([C:11](=[O:12])[O:13][C:14]([CH3:15])([CH3:16])[CH3:17])[CH2:9][CH2:10]2.[OH-:22]>>[O:1]=[c:2]1[c:3]([C:18](=[O:19])[OH:20])[cH:4][n:5][c:6]2[n:7]1[CH:8]([C:11](=[O:12])[O:13][C:14]([CH3:15])([CH3:16])[CH3:17])[CH2:9][CH2:10]2.